This data is from the Open Reaction Database (ORD), a public repository of structured organic reaction records. The task is: describe an organic reaction: reactants, conditions, products, and yield Reactants: CC(=O)O, CC#N, Fc1ccc2c(c1)C(c1ccccc1)NCC2, O=C1CCC(=O)O1. Product: O=C(O)CCC(=O)N1CCc2ccc(F)cc2C1c1ccccc1. RXN SMILES: [C:25]([OH:26])(=[O:27])[CH3:28].[CH3:29][C:30]#[N:31].[F:8][c:9]1[cH:10][cH:11][c:12]2[c:17]([cH:18]1)[CH:16]([c:19]1[cH:20][cH:21][cH:22][cH:23][cH:24]1)[NH:15][CH2:14][CH2:13]2.[O:1]=[C:2]1[CH2:3][CH2:4][C:5](=[O:6])[O:7]1>>[O:1]=[C:2]([CH2:3][CH2:4][C:5](=[O:6])[N:15]1[CH2:14][CH2:13][c:12]2[cH:11][cH:10][c:9]([F:8])[cH:18][c:17]2[CH:16]1[c:19]1[cH:20][cH:21][cH:22][cH:23][cH:24]1)[OH:7]. The reactants are CC(=O)O, Cc1ccccc1, CC(C)Sc1cc(-c2c(Cl)cc(C(F)(F)F)cc2Cl)ccc1[N+](=O)[O-], N#Cc1ccc(-c2ccc(Cl)s2)cc1SCC1CC1, [Fe], O. The product is CC(C)Sc1cc(-c2c(Cl)cc(C(F)(F)F)cc2Cl)ccc1N. RXN SMILES: [CH3:2][C:3](=[O:4])[OH:5].[CH3:50][c:51]1[cH:52][cH:53][cH:54][cH:55][cH:56]1.[CH:6]([CH3:7])([CH3:8])[S:9][c:10]1[c:11]([N+:28]([O-:29])=[O:30])[cH:12][cH:13][c:14](-[c:16]2[c:17]([Cl:27])[cH:18][c:19]([C:23]([F:24])([F:25])[F:26])[cH:20][c:21]2[Cl:22])[cH:15]1.[Cl:31][c:32]1[s:33][c:34](-[c:35]2[cH:36][cH:37][c:38]([C:39]#[N:40])[c:41]([S:42][CH2:43][CH:44]3[CH2:45][CH2:46]3)[cH:47]2)[cH:48][cH:49]1.[Fe:57].[OH2:1]>>[CH:6]([CH3:7])([CH3:8])[S:9][c:10]1[c:11]([NH2:28])[cH:12][cH:13][c:14](-[c:16]2[c:17]([Cl:27])[cH:18][c:19]([C:23]([F:24])([F:25])[F:26])[cH:20][c:21]2[Cl:22])[cH:15]1. Reactants: [N+](=O)(O)[O-] (HNO3), BrC=1C=C2NCC(NC2=CC1Cl)=O (6-bromo-7-chloro-3,4-dihydroquinoxaline-2(1H)-one), ice. Run in C(=O)(C(F)(F)F)O (CF3COOH). Conditions: time 8 hour. The product is BrC=1C(=C2N=CC(NC2=CC1Cl)=O)[N+](=O)[O-] (6-Bromo-7-chloro-5-nitroquinoxaline-2(1H)-one). Yield: 70.0%. Reaction SMILES: [Br:1][C:2]1[CH:3]=[C:4]2[C:9](=[CH:10][C:11]=1[Cl:12])[NH:8][C:7](=[O:13])[CH2:6][NH:5]2.[N+:14]([O-])([OH:16])=[O:15]>C(O)(C(F)(F)F)=O>[Br:1][C:2]1[C:3]([N+:14]([O-:16])=[O:15])=[C:4]2[C:9](=[CH:10][C:11]=1[Cl:12])[NH:8][C:7](=[O:13])[CH:6]=[N:5]2. Procedure details: To a stirred suspension of 6-bromo-7-chloro-3,4-dihydroquinoxaline-2(1H)-one (0.06 g, 0.23 mmol) in CF3COOH (0.5 mL) was added fuming HNO3 (0.02 mL, 0.46 mmol) and the resulting reddish yellow suspension was stirred at r.t. overnight. The cream colored suspension so obtained was poured into ice (2.5 mL) and the precipitated solid was filtered, washed with water (1.0 mL) and dried under vacuum to afford 0.049 g (70%) of title compound as a cream colored powder which contained ~10% impurity (1H NM... Reactants: C1(CC1)C(C1CC1)NC1=NC=C(C=2NC=3C=C(C=CC3C21)B2OC(C(O2)(C)C)(C)C)C(=O)N (1-[(dicyclopropylmethyl)amino]-7-(4,4,5,5-tetramethyl-1,3,2-dioxaborolan-2-yl)-5H-pyrido[4,3-b]indole-4-carboxamide), ClC=1N=NC=CC1 (3-chloropyridazine), C1(CCCCC1)P(C1CCCCC1)C1CCCCC1 (tricyclohexylphosphine), [O-]P(=O)([O-])[O-].[K+].[K+].[K+] (K3PO4). Reagents/catalysts: C=1C=CC(=CC1)/C=C/C(=O)/C=C/C2=CC=CC=C2.C=1C=CC(=CC1)/C=C/C(=O)/C=C/C2=CC=CC=C2.C=1C=CC(=CC1)/C=C/C(=O)/C=C/C2=CC=CC=C2.[Pd].[Pd] (Pd2(dba)3). Solvent: O1CCOCC1 (dioxane). Conditions: temperature 100 celsius. Product: C1(CC1)C(C1CC1)NC1=NC=C(C=2NC=3C=C(C=CC3C21)C=2N=NC=CC2)C(=O)N (1-[(Dicyclopropylmethyl)amino]-7-pyridazin-3-yl-5H-pyrido[4,3-b]indole-4-carboxamide). RXN SMILES: [CH:1]1([CH:4]([NH:8][C:9]2[C:21]3[C:20]4[CH:19]=[CH:18][C:17](B5OC(C)(C)C(C)(C)O5)=[CH:16][C:15]=4[NH:14][C:13]=3[C:12]([C:31]([NH2:33])=[O:32])=[CH:11][N:10]=2)[CH:5]2[CH2:7][CH2:6]2)[CH2:3][CH2:2]1.Cl[C:35]1[N:36]=[N:37][CH:38]=[CH:39][CH:40]=1.C1(P(C2CCCCC2)C2CCCCC2)CCCCC1.[O-]P([O-])([O-])=O.[K+].[K+].[K+]>O1CCOCC1.C1C=CC(/C=C/C(/C=C/C2C=CC=CC=2)=O)=CC=1.C1C=CC(/C=C/C(/C=C/C2C=CC=CC=2)=O)=CC=1.C1C=CC(/C=C/C(/C=C/C2C=CC=CC=2)=O)=CC=1.[Pd].[Pd]>[CH:1]1([CH:4]([NH:8][C:9]2[C:21]3[C:20]4[CH:19]=[CH:18][C:17]([C:35]5[N:36]=[N:37][CH:38]=[CH:39][CH:40]=5)=[CH:16][C:15]=4[NH:14][C:13]=3[C:12]([C:31]([NH2:33])=[O:32])=[CH:11][N:10]=2)[CH:5]2[CH2:6][CH2:7]2)[CH2:3][CH2:2]1 |f:3.4.5.6,8.9.10.11.12|. Procedure: A mixture of 1-[(dicyclopropylmethyl)amino]-7-(4,4,5,5-tetramethyl-1,3,2-dioxaborolan-2-yl)-5H-pyrido[4,3-b]indole-4-carboxamide (30 mg, 0.067 mmol), 3-chloropyridazine (12 mg, 0.10 mmol), Pd2(dba)3 (6.2 mg, 0.0067 mmol), tricyclohexylphosphine (4.7 mg, 0.017 mmol), and K3PO4 (1.27 M, 220 μL, 0.27 mmol) in dioxane (1.3 mL) was purged with nitrogen for 10 min, heated to 100° C. for 3 h, and cooled to room temperature. The mixture was concentrated, and purified by flash chromatography to afford th... The reactants are Cl (hydrochloride), [BH4-].[Na+] (sodium borohydride), C(C)(=O)O (acetic acid), ClC1=CC=C(C=C1)\C=C(/C(C(C)(C)C)=O)\N1N=CN=C1 ((E)-1-(4-chlorophenyl)-2-(1,2,4-triazol-1-yl)-4,4-dimethyl-1-penten-3-one), N[C@H](C(O)(C1=CC=CC=C1)C1=CC=CC=C1)CC(C)C ((S)-2-amino-1,1-diphenyl-4-methylpentan-1-ol), C(C)(=O)[O-] (acetate). Product: ClC1=CC=C(C=C1)\C=C(/C(C(C)(C)C)O)\N1N=CN=C1 ((+)-(E)-1-(4-chlorophenyl)-2-(1,2,4-triazol-1-yl)-4,4-dimethyl-1-penten-3-ol). Isolated yield 73.0%. RXN SMILES: Cl.N[C@@H](CC(C)C)C(C1C=CC=CC=1)(C1C=CC=CC=1)O.C([O-])(=O)C.[BH4-].[Na+].C(O)(=O)C.[Cl:32][C:33]1[CH:38]=[CH:37][C:36](/[CH:39]=[C:40](/[N:47]2[CH:51]=[N:50][CH:49]=[N:48]2)\[C:41](=[O:46])[C:42]([CH3:45])([CH3:44])[CH3:43])=[CH:35][CH:34]=1>>[Cl:32][C:33]1[CH:38]=[CH:37][C:36](/[CH:39]=[C:40](/[N:47]2[CH:51]=[N:50][CH:49]=[N:48]2)\[CH:41]([OH:46])[C:42]([CH3:45])([CH3:44])[CH3:43])=[CH:35][CH:34]=1 |f:3.4|. Procedure: Reaction was carried out in the same manner as in Example 1 except that the hydrochloride of (S)-2-amino-1,1-diphenyl-4-methylpentan-1-ol was replaced by the acetate thereof, the amount of sodium borohydride used was 0.075 g (1.98 mmoles), and that the reaction was carried out for 91 hours with addition of 0.0162 g (0.27 mmole) of acetic acid to (E)-1-(4-chlorophenyl)-2-(1,2,4-triazol-1-yl)-4,4-dimethyl-1-penten-3-one, to obtain (+)-(E)-1-(4-chlorophenyl)-2-(1,2,4-triazol-1-yl)-4,4-dimethyl-1-pe... Starting materials: succinimide ester, C(C)(C)(C)OC(=O)N1[C@H](C(=O)O)CCC1 (N-(tert-butoxycarbonyl)-L-proline), C(CCC)N (n-butylamine). Run in O1CCCC1 (tetrahydrofuran). Reaction conditions: time 10 minute. Yields the product C(CCC)NC([C@H]1N(CCC1)C(=O)OC(C)(C)C)=O (N-(tert-butoxycarbonyl)-L-proline n-butylamide). As a reaction SMILES: [C:1]([O:5][C:6]([N:8]1[CH2:15][CH2:14][CH2:13][C@H:9]1[C:10]([OH:12])=O)=[O:7])([CH3:4])([CH3:3])[CH3:2].[CH2:16]([NH2:20])[CH2:17][CH2:18][CH3:19]>O1CCCC1>[CH2:16]([NH:20][C:10](=[O:12])[C@@H:9]1[CH2:13][CH2:14][CH2:15][N:8]1[C:6]([O:5][C:1]([CH3:2])([CH3:3])[CH3:4])=[O:7])[CH2:17][CH2:18][CH3:19]. Reported procedure: 5.0 g of succinimide ester of N-(tert-butoxycarbonyl)-L-proline (0.016 mmol), marketed by Novabiochem, are dissolved in tetrahydrofuran (50 ml). 1.533 ml of n-butylamine (0.015 mmol) are then added thereto, at 0° C. over 10 minutes, and the mixture is stirred for one hour. The solvent is removed and the resulting crude material is purified by chromatography on silica, using ethyl acetate as eluent. An oil is obtained.